Dataset: the Open Reaction Database (ORD), a public repository of structured organic reaction records. Task: describe an organic reaction: reactants, conditions, products, and yield Starting materials: BrC=1SC=C2NC(NC21)=O (4-Bromo-1H-thieno[3,4-d]imidazol-2(3H)-one), CI (methyl iodide), ( 5a ), BrC=1C=CC=2NC3=CC=C(C=C3C2C1)Br (3,6-dibromo-9H-carbazole), [H-].[Na+] (sodium hydride), [Cl-].[NH4+] (ammonium chloride). The solvent is O (water), O1CCCC1 (tetrahydrofuran). Run at time 4 hour. Yields the product BrC=1C=CC=2N(C3=CC=C(C=C3C2C1)Br)C (3,6-dibromo-9-methyl-9H-carbazole). Reaction SMILES: Br[C:2]1SC=C2C=1NC(=O)N2.[Br:11][C:12]1[CH:13]=[CH:14][C:15]2[NH:16][C:17]3[C:22]([C:23]=2[CH:24]=1)=[CH:21][C:20]([Br:25])=[CH:19][CH:18]=3.[H-].[Na+].CI.[Cl-].[NH4+]>O.O1CCCC1>[Br:25][C:20]1[CH:19]=[CH:18][C:17]2[N:16]([CH3:2])[C:15]3[C:23]([C:22]=2[CH:21]=1)=[CH:24][C:12]([Br:11])=[CH:13][CH:14]=3 |f:2.3,5.6|. Reported procedure: 4-Bromo-1H-thieno[3,4-d]imidazol-2(3H)-one represented by formula (5a) was obtained in the same manner as in Example 1. In 3 ml/mmol of tetrahydrofuran to 3,6-dibromo-9H-carbazole, it was reacted with 1.1 equivalents of sodium hydride for 1 hour under argon gas atmosphere while being kept at 0° C. in an ice bath, and then 1.2 equivalents of methyl iodide was added and a reaction was further continued for 4 hours at room temperature. The reaction was stopped by adding an excessive amount of a mix...